From a dataset of the Open Reaction Database (ORD), a public repository of structured organic reaction records. describe an organic reaction: reactants, conditions, products, and yield The reactants are C(C)(C)N(CC)C(C)C (diisopropylethylamine), ClPOCN(C(C)C)C(C)C (chlorodiisopropylaminomethoxyphosphine), O=C(CCCCO)C (5-oxo-1-hexanol). Solvent: C(C)(=O)OCC (ethyl acetate), C(Cl)Cl (CH2Cl2). Reaction conditions: time 10 minute. Product: C(C)(C)N(P(OCCCCC(C)=O)OC)C(C)C (5-Oxohexyl methyl N, N,-diisopropylphosphoramidite). Isolated yield 46.9%. RXN SMILES: [CH:1]([N:4]([CH:7]([CH3:9])[CH3:8])CC)([CH3:3])[CH3:2].Cl[PH:11][O:12][CH2:13]N(C(C)C)C(C)C.[O:21]=[C:22]([CH3:28])[CH2:23][CH2:24][CH2:25][CH2:26][OH:27]>C(Cl)Cl.C(OCC)(=O)C>[CH:7]([N:4]([CH:1]([CH3:2])[CH3:3])[P:11]([O:12][CH3:13])[O:27][CH2:26][CH2:25][CH2:24][CH2:23][C:22](=[O:21])[CH3:28])([CH3:8])[CH3:9]. Procedure details: To a rapidly stirred solution of diisopropylethylamine (2.3 ml, 13 mmol) and chlorodiisopropylaminomethoxyphosphine (1.4 ml, 6.5 mmol) in CH2Cl2 (15 ml) was added dropwise to a solution of 5-oxo-1-hexanol (0.58 g, 5 mmol) in CH2CL2 (7 ml) over 10 min. The reaction was stirred at room temperature for an additional 10 min, diluted with ethyl acetate (100 ml) and extracted with saturated aqueous NaCl (with 5% NaHCO3 5, 3×75 ml). The ethyl acetate layer was dried over MgSO4, filtered, concentrated a... RXN SMILES: [Cl:1][C:2]1=[C:3]([CH:28]=[CH:29][C:30]2[C:38]([CH3:40])([CH3:39])[C:37]3[C:32](=[CH:33][CH:34]=[C:35]([S:41]([O-:44])(=[O:43])=[O:42])[CH:36]=3)[N+:31]=2CCCS([O-])(=O)=O)[CH2:4][CH2:5][CH2:6]/[C:7]/1=C\C=C1/C(C)(C)C2C(=N/1)N(CCCS([O-])(=O)=O)C=CC=2.[Na+:52].[Na+].CC1C(C)(C)C2[C:57](=[CH:58][CH:59]=[C:60]([S:66]([O-:69])(=[O:68])=[O:67])C=2)[N+]=1CCC(S([O-])(=O)=O)C.[Na+].[Cl:79][C:80]1[CH:81]=[C:82]2[C:96]([CH3:98])([CH3:97])[C:95]([CH3:99])=[N:94][C:83]2=[N+:84]([CH2:86][CH2:87][CH2:88][CH2:89][S:90]([O-:93])(=[O:92])=[O:91])[CH:85]=1>>[Cl:1][C:2]1=[C:3]([CH:28]=[CH:29][C:30]2[C:38]([CH3:39])([CH3:40])[C:37]3[C:32](=[CH:33][CH:34]=[C:35]([S:41]([O-:44])(=[O:42])=[O:43])[CH:36]=3)[N+:31]=2[CH2:57][CH2:58][CH2:59][CH2:60][S:66]([O-:69])(=[O:68])=[O:67])[CH2:4][CH2:5]/[C:6]/1=[CH:7]\[CH:99]=[C:95]1/[C:96]([CH3:98])([CH3:97])[C:82]2[C:83](=[N:94]/1)[N:84]([CH2:86][CH2:87][CH2:88][CH2:89][S:90]([O-:93])(=[O:92])=[O:91])[CH:85]=[C:80]([Cl:79])[CH:81]=2.[Na+:52].[Na+:52] |f:0.1.2,3.4,6.7.8|. Yields the product ClC/1=C(CC\C1=C/C=C/1\C(C=2C(N(C=C(C2)Cl)CCCCS(=O)(=O)[O-])=N1)(C)C)/C=C/C1=[N+](C2=CC=C(C=C2C1(C)C)S(=O)(=O)[O-])CCCCS(=O)(=O)[O-].[Na+].[Na+] (Sodium 2-((E)-2-((E)-2-chloro-3-((E)-2-(5-chloro-3,3-dimethyl-7-(4-sulfonatobutyl)-3,7-dihydro-2H-pyrrolo[2,3-b]pyridin-2-ylidene)ethylidene)cyclopent-1-enyl)vinyl)-3,3-dimethyl-1-(4-sulfonatobutyl)-3H-indolium-5-sulfonate). Reported procedure: Compound 39 is prepared analogously to compound 16, except with compound 38, compound 26, and the cyclopentyl chloro dye precursor as starting materials. Starting materials: cyclopentyl chloro, ClC/1=C(CCC\C1=C/C=C/1\C(C=2C(N(C=CC2)CCCS(=O)(=O)[O-])=N1)(C)C)/C=C/C1=[N+](C2=CC=C(C=C2C1(C)C)S(=O)(=O)[O-])CCCS(=O)(=O)[O-].[Na+].[Na+] (Sodium 2-((E)-2-((E)-2-Chloro-3-((E)-2-(3,3-dimethyl-7-(3-sulfonatopropyl)-3,7-dihydro-2H-pyrrolo[2,3-b]pyridin-2-ylidene)ethylidene)cyclohex-1-enyl)vinyl)-3,3-dimethyl-1-(3-sulfonatopropyl)-3H-indolium-5-sulfonate), CC1=[N+](C2=CC=C(C=C2C1(C)C)S(=O)(=O)[O-])CCC(C)S(=O)(=O)[O-].[Na+] (Sodium 2,3,3-Trimethyl-1-(3-sulfonatobutyl)-3H-indolium-5-sulfonate), ClC=1C=C2C(=[N+](C1)CCCCS(=O)(=O)[O-])N=C(C2(C)C)C (4-(5-Chloro-2,3,3-trimethyl-3H-pyrrolo[2,3-b]pyridin-7-ium-7-yl)butane-1-sulfonate).